From a dataset of the Open Reaction Database (ORD), a public repository of structured organic reaction records. describe an organic reaction: reactants, conditions, products, and yield Starting materials: ( A ), ClC(C(=N)N)(Cl)Cl (trichloroacetamidine), ClC(C(=O)OCC)C(=O)C (ethyl 2-chloroacetoacetate), carboxylic acid chloride, ( A ), ( B ). Product: ClC=1C(=NC(=NC1C)C(Cl)(Cl)Cl)O (5-chloro-4-hydroxy-6-methyl-2-trichloromethyl-pyrimidine). Procedure: The carboxylic ester compounds of the present invention may be prepared by reacting trichloroacetamidine with a selected acetoacetate to form the corresponding 4-hydroxy-2-trichloromethylpyrimidine, which is then reacted with a selected carboxylic acid chloride. These general reactions are illustrated below in equations (A) and (B). In equation (A), trichloroacetamidine is reacted with ethyl 2-chloroacetoacetate to form 5-chloro-4-hydroxy-6-methyl-2-trichloromethyl-pyrimidine. In equation (B), t... RXN SMILES: [Cl:1][C:2]([Cl:7])([Cl:6])[C:3]([NH2:5])=[NH:4].[Cl:8][CH:9]([C:15]([CH3:17])=O)[C:10](OCC)=[O:11]>>[Cl:8][C:9]1[C:10]([OH:11])=[N:4][C:3]([C:2]([Cl:7])([Cl:6])[Cl:1])=[N:5][C:15]=1[CH3:17]. Reactants: Cc1cc2c(c3c1CCC3)OC(CN=[N+]=[N-])C2, Cl. The product is Cc1cc2c(c3c1CCC3)OC(CN)C2. RXN SMILES: [CH3:1][c:2]1[cH:3][c:4]2[c:5]([c:13]3[c:17]1[CH2:16][CH2:15][CH2:14]3)[O:6][CH:7]([CH2:9][N:10]=[N+:11]=[N-:12])[CH2:8]2.[ClH:18]>>[CH3:1][c:2]1[cH:3][c:4]2[c:5]([c:13]3[c:17]1[CH2:16][CH2:15][CH2:14]3)[O:6][CH:7]([CH2:9][NH2:10])[CH2:8]2. Starting materials: O[C@@]1([C@@H](N(CC1)C(=O)OCC1=CC=CC=C1)C(C)C)C (benzyl (2S,3S)-3-hydroxy-2-isopropyl-3-methylpyrrolidine-1-carboxylate). Solvent: O (water). Yields the product C(C)(C)[C@@H]1NCC[C@@]1(O)C ((2S,3S)-2-isopropyl-3-methylpyrrolidin-3-ol), solid. Isolated yield 89.0%. RXN SMILES: [OH:1][C@@:2]1([CH3:20])[CH2:6][CH2:5][N:4](C(OCC2C=CC=CC=2)=O)[C@H:3]1[CH:17]([CH3:19])[CH3:18]>O>[CH:17]([C@H:3]1[C@@:2]([CH3:20])([OH:1])[CH2:6][CH2:5][NH:4]1)([CH3:19])[CH3:18]. Reported procedure: By an operation in the same manner as in Reference Example 4 and using benzyl (2S,3S)-3-hydroxy-2-isopropyl-3-methylpyrrolidine-1-carboxylate (1.78 g) and 50% water containing −10% Pd/C (0.09 g), the title compound was obtained as a colorless solid (yield: 1.07 g, yield: 89%).